From a dataset of the Open Reaction Database (ORD), a public repository of structured organic reaction records. describe an organic reaction: reactants, conditions, products, and yield The reactants are COC1=C(C2=C(C(CO2)=O)C=C1)CCCCC1CCN(CC1)C(=O)OC(C)(C)C (tert-butyl 4-[4-(6-methoxy-3-oxo-2,3-dihydrobenzofuran-7-yl)butyl]piperidine-1-carboxylate), N1N=C(C2=CC=CC=C12)C=O (1H-indazole-3-carboxaldehyde). The reagents and catalysts are N1CCCCC1 (piperidine). The solvent is CO (methanol). Run at temperature 60 celsius, time 2 hour. Product: N1N=C(C2=CC=CC=C12)\C=C\1/OC2=C(C1=O)C=CC(=C2CCCCC2CCN(CC2)C(=O)OC(C)(C)C)OC (tert-butyl (Z)-4-(4-{2-[(1H-indazol-3-yl)methylene]-6-methoxy-3-oxo-2,3-dihydrobenzofuran-7-yl}butyl)piperidine-1-carboxylate). Yield: 71.8%. RXN SMILES: [CH3:1][O:2][C:3]1[CH:12]=[CH:11][C:6]2[C:7](=[O:10])[CH2:8][O:9][C:5]=2[C:4]=1[CH2:13][CH2:14][CH2:15][CH2:16][CH:17]1[CH2:22][CH2:21][N:20]([C:23]([O:25][C:26]([CH3:29])([CH3:28])[CH3:27])=[O:24])[CH2:19][CH2:18]1.[NH:30]1[C:38]2[C:33](=[CH:34][CH:35]=[CH:36][CH:37]=2)[C:32]([CH:39]=O)=[N:31]1>CO.N1CCCCC1>[NH:30]1[C:38]2[C:33](=[CH:34][CH:35]=[CH:36][CH:37]=2)[C:32](/[CH:39]=[C:8]2\[O:9][C:5]3[C:4]([CH2:13][CH2:14][CH2:15][CH2:16][CH:17]4[CH2:18][CH2:19][N:20]([C:23]([O:25][C:26]([CH3:29])([CH3:28])[CH3:27])=[O:24])[CH2:21][CH2:22]4)=[C:3]([O:2][CH3:1])[CH:12]=[CH:11][C:6]=3[C:7]\2=[O:10])=[N:31]1. Reported procedure: A solution of tert-butyl 4-[4-(6-methoxy-3-oxo-2,3-dihydrobenzofuran-7-yl)butyl]piperidine-1-carboxylate (0.0483 g, 0.119 mmol) in methanol (5 mL) was added with 1H-indazole-3-carboxaldehyde (0.0174 g, 0.119 mmol) and piperidine (5 drops), and the mixture was stirred at 60° C. for 2 hours. The reaction mixture was concentrated, and the resulting residue was subjected to silica gel column chromatography (hexane/ethyl acetate), and the resulting crude product was purified again by silica gel colum... The reactants are Cc1ccccc1, O=CCC1CC2C=CC1C2, O, OCCO, Cc1ccc(S(=O)(=O)O)cc1. Yields the product C1=CC2CC1CC2CC1OCCO1. As a reaction SMILES: [CH3:15][c:16]1[cH:17][cH:18][cH:19][cH:20][cH:21]1.[CH:1]12[CH:2]([CH2:8][CH:9]=[O:10])[CH2:3][CH:4]([CH:5]=[CH:6]1)[CH2:7]2.[OH2:33].[OH:11][CH2:12][CH2:13][OH:14].[c:22]1([CH3:23])[cH:24][cH:25][c:26]([S:27]([OH:28])(=[O:29])=[O:30])[cH:31][cH:32]1>>[CH:1]12[CH:2]([CH2:8][CH:9]3[O:10][CH2:13][CH2:12][O:11]3)[CH2:3][CH:4]([CH:5]=[CH:6]1)[CH2:7]2. The reactants are C(C)(C)(C)OC(=O)N1[C@@H]2C[C@@H]2C[C@H]1C(=O)OCC=C ((1R,3S,5R)-2-azabicyclo[3.1.0]hexane-2,3-dicarboxylic acid 3-allyl ester 2-tert-butyl ester), Cl (HCl), O1CCOCC1 (dioxane). Reaction conditions: time 6 hour. The product is Cl.C(C=C)OC(=O)[C@H]1N[C@@H]2C[C@@H]2C1 ((1R,3S,5R)-2-Azabicyclo[3.1.0]hexane-3-carboxylic acid allyl ester hydrochloride). As a reaction SMILES: C(OC([N:8]1[C@H:13]([C:14]([O:16][CH2:17][CH:18]=[CH2:19])=[O:15])[CH2:12][C@@H:11]2[C@H:9]1[CH2:10]2)=O)(C)(C)C.[ClH:20].O1CCOCC1>>[ClH:20].[CH2:17]([O:16][C:14]([C@@H:13]1[CH2:12][C@@H:11]2[C@@H:9]([CH2:10]2)[NH:8]1)=[O:15])[CH:18]=[CH2:19] |f:3.4|. Reported procedure: To (1R,3S,5R)-2-azabicyclo[3.1.0]hexane-2,3-dicarboxylic acid 3-allyl ester 2-tert-butyl ester (1.69 g, 6.32 mmol) was added HCl 4N in dioxane (15.8 mL, 63.2 mmol). The reaction mixture was stirred for 6 h at RT and subsequently lyophilized to afford the desired material. MS: 168.0 [M+H]+. Starting materials: CCOC(=O)C(C)(C)Oc1ccc(OC(C)=O)c(F)c1, CCO, [K+], [K+], [K+], O=C([O-])[O-], O=S(=O)([O-])O. The product is CCOC(=O)C(C)(C)Oc1ccc(O)c(F)c1. Reaction SMILES: [CH2:1]([CH3:2])[O:3][C:4]([C:5]([CH3:6])([CH3:7])[O:8][c:9]1[cH:10][c:11]([F:19])[c:12]([O:15][C:16](=[O:17])[CH3:18])[cH:13][cH:14]1)=[O:20].[CH3:33][CH2:34][OH:35].[K+:21].[K+:22].[K+:32].[O-:23][C:24]([O-:25])=[O:26].[S:27](=[O:28])(=[O:29])([OH:30])[O-:31]>>[CH2:1]([CH3:2])[O:3][C:4]([C:5]([CH3:6])([CH3:7])[O:8][c:9]1[cH:10][c:11]([F:19])[c:12]([OH:15])[cH:13][cH:14]1)=[O:20]. The reactants are CC([O-])C.[Al+3].CC([O-])C.CC([O-])C (aluminum isopropoxide). Solvent: O (water). The product is [O-2].[O-2].[O-2].[Al+3].[Al+3] (α-alumina), [OH-].[Al+3].[OH-].[OH-] (aluminum hydroxide). As a reaction SMILES: CC(C)[O-:3].[Al+3:5].CC(C)[O-:8].CC(C)[O-:12]>O>[O-2:3].[O-2:8].[O-2:12].[Al+3:5].[Al+3:5].[OH-:3].[Al+3:5].[OH-:3].[OH-:3] |f:0.1.2.3,5.6.7.8.9,10.11.12.13|. Procedure: The resulting supernatant (solids content, 0.17 mass %), 94.4 g (fine α-alumina particles, 0.16 g), 25 g of aluminum hydroxide obtained by hydrolyzing aluminum isopropoxide, and 105.6 g of purified water at room temperature (about 25° C.), were mixed with one another and introduced into a sand grinder and stirred at 2000 rpm for 30 minutes, followed by evaporating water under reduced pressure in a rotary evaporator on a water bath at 60° C., to give a dried mixture in a powdery form. The reactants are ClC1=CC=C(C=O)C=C1 (4-chlorobenzaldehyde), C(C)(=O)[O-].[NH4+] (ammonium acetate), [N+](=O)([O-])CC (nitroethane). Conditions: temperature 105 celsius. Yields the product ClC1=CC=C(C=C1)C=C(C)[N+](=O)[O-] (1-chloro-4-(2-nitroprop-1-enyl)benzene). Isolated yield 40.0%. As a reaction SMILES: [Cl:1][C:2]1[CH:9]=[CH:8][C:5]([CH:6]=O)=[CH:4][CH:3]=1.C([O-])(=O)C.[NH4+].[N+:15]([CH2:18][CH3:19])([O-:17])=[O:16]>>[Cl:1][C:2]1[CH:9]=[CH:8][C:5]([CH:6]=[C:18]([N+:15]([O-:17])=[O:16])[CH3:19])=[CH:4][CH:3]=1 |f:1.2|. Reported procedure: 2.00 g (14.2 mmol) 4-chlorobenzaldehyde (Aldrich, Milwaukee, Wis.), 5.48 g (71.1 mmol) ammonium acetate (Fluka), and 50 g (666 Mmol) nitroethane, 98% (Aldrich) were combined in a 100 ml round bottom flask equipped with magnetic stirrer and nitrogen inlet. The reaction mixture was heated to 105° C. for 90 minutes and the solvent was removed under vacuum to give a dark yellow liquid which was recrystallized from cold methyl alcohol three times to give yellow needles in 40% yield. 1H NMR spectra is... Isolated yield 79.4%. Solvent: CC(=O)C (acetone). Starting materials: C(C)(=O)NC1=CC=C(C=C1)O (4-acetylaminophenol), C(C)(C)(C)C1=C(C(N(O1)C1=C(C=C(C=C1)C(NCCCCCCCCCCCCCCCC)=O)[N+](=O)[O-])=O)CCl (5-t-butyl-4-chloromethyl-2-(4-n-hexadecylcarbamoyl-2-nitrophenyl)-4-isooxazolin-3-one), C([O-])([O-])=O.[K+].[K+] (potassium carbonate), [I-].[Na+] (sodium iodide), polyethylene glycol. Yields the product C(C)(C)(C)C1=C(C(N(O1)C1=C(C=C(C=C1)C(NCCCCCCCCCCCCCCCC)=O)[N+](=O)[O-])=O)COC1=CC=C(C=C1)N (5-t-Butyl-4-(4-aminophenoxymethyl)-2-(4-n-hexadecylcarbamoyl-2-nitrophenyl)-4-isooxazolin-3-one). As a reaction SMILES: [C:1]([C:5]1[O:9][N:8]([C:10]2[CH:15]=[CH:14][C:13]([C:16](=[O:34])[NH:17][CH2:18][CH2:19][CH2:20][CH2:21][CH2:22][CH2:23][CH2:24][CH2:25][CH2:26][CH2:27][CH2:28][CH2:29][CH2:30][CH2:31][CH2:32][CH3:33])=[CH:12][C:11]=2[N+:35]([O-:37])=[O:36])[C:7](=[O:38])[C:6]=1[CH2:39]Cl)([CH3:4])([CH3:3])[CH3:2].C(=O)([O-])[O-].[K+].[K+].[I-].[Na+].C([NH:52][C:53]1[CH:58]=[CH:57][C:56]([OH:59])=[CH:55][CH:54]=1)(=O)C>CC(C)=O>[C:1]([C:5]1[O:9][N:8]([C:10]2[CH:15]=[CH:14][C:13]([C:16](=[O:34])[NH:17][CH2:18][CH2:19][CH2:20][CH2:21][CH2:22][CH2:23][CH2:24][CH2:25][CH2:26][CH2:27][CH2:28][CH2:29][CH2:30][CH2:31][CH2:32][CH3:33])=[CH:12][C:11]=2[N+:35]([O-:37])=[O:36])[C:7](=[O:38])[C:6]=1[CH2:39][O:59][C:56]1[CH:57]=[CH:58][C:53]([NH2:52])=[CH:54][CH:55]=1)([CH3:4])([CH3:3])[CH3:2] |f:1.2.3,4.5|. Reported procedure: 5.8 g of 5-t-butyl-4-chloromethyl-2-(4-n-hexadecylcarbamoyl-2-nitrophenyl)-4-isooxazolin-3-one and 1.4 g of potassium carbonate were mixed with 40 ml of acetone, and thereto were added 0.4 g of sodium iodide and 0.4 ml of polyethylene glycol. Thereto, 1.7 g of 4-acetylaminophenol was further added, and the resulting mixture was heated under reflux for 5 hours. After the completion of the reaction, crystals were precipitated by addition of diluted hydrochloric acid, and then filtered off. To the ... Reactants: CC(C)(C)OC(=O)N1CCC(Oc2cc(N3CCCC3)ccc2C(=O)O)CC1, CC(C)=O, [Cl-], O=C(Cl)C(=O)Cl, ClCCl, ClC(Cl)Cl, Nc1ccccc1S(=O)(=O)Nc1ccc(Cl)cn1, CN(C)C=O, c1ccncc1. Product: CC(C)(C)OC(=O)N1CCC(Oc2cc(N3CCCC3)ccc2C(=O)Nc2ccccc2S(=O)(=O)Nc2ccc(Cl)cn2)CC1. As a reaction SMILES: [C:1]([CH3:2])([CH3:3])([CH3:4])[O:5][C:6](=[O:7])[N:8]1[CH2:9][CH2:10][CH:11]([O:14][c:15]2[c:16]([C:17](=[O:18])[OH:19])[cH:20][cH:21][c:22]([N:24]3[CH2:25][CH2:26][CH2:27][CH2:28]3)[cH:23]2)[CH2:12][CH2:13]1.[CH3:63][C:64](=[O:65])[CH3:66].[Cl-:41].[Cl:35][C:36]([C:37]([Cl:38])=[O:39])=[O:40].[Cl:60][CH2:61][Cl:62].[Cl:67][CH:68]([Cl:69])[Cl:70].[NH2:42][c:43]1[c:44]([S:49](=[O:50])(=[O:51])[NH:52][c:53]2[n:54][cH:55][c:56]([Cl:59])[cH:57][cH:58]2)[cH:45][cH:46][cH:47][cH:48]1.[O:71]=[CH:72][N:73]([CH3:74])[CH3:75].[cH:29]1[cH:30][cH:31][n:32][cH:33][cH:34]1>>[C:1]([CH3:2])([CH3:3])([CH3:4])[O:5][C:6](=[O:7])[N:8]1[CH2:9][CH2:10][CH:11]([O:14][c:15]2[c:16]([C:17](=[O:18])[NH:42][c:43]3[c:44]([S:49](=[O:50])(=[O:51])[NH:52][c:53]4[n:54][cH:55][c:56]([Cl:59])[cH:57][cH:58]4)[cH:45][cH:46][cH:47][cH:48]3)[cH:20][cH:21][c:22]([N:24]3[CH2:25][CH2:26][CH2:27][CH2:28]3)[cH:23]2)[CH2:12][CH2:13]1. The reactants are CO, CCOC(=O)c1cc2c(Nc3cccc(Cl)c3)ncnc2[nH]1, N. The product is NC(=O)c1cc2c(Nc3cccc(Cl)c3)ncnc2[nH]1. As a reaction SMILES: [CH3:24][OH:25].[Cl:1][c:2]1[cH:3][c:4]([NH:5][c:6]2[c:7]3[c:8]([n:9][cH:10][n:11]2)[nH:12][c:13]([C:15](=[O:16])[O:17][CH2:18][CH3:19])[cH:14]3)[cH:20][cH:21][cH:22]1.[NH3:23]>>[Cl:1][c:2]1[cH:3][c:4]([NH:5][c:6]2[c:7]3[c:8]([n:9][cH:10][n:11]2)[nH:12][c:13]([C:15](=[O:16])[NH2:23])[cH:14]3)[cH:20][cH:21][cH:22]1.